Dataset: the Open Reaction Database (ORD), a public repository of structured organic reaction records. Task: describe an organic reaction: reactants, conditions, products, and yield The reactants are ClC1=CC(=NC2=CC=C(C=C12)O)C (4-chloro-2-methylquinolin-6-ol), C(CCCCCCCCCCC)N (dodecylamine). Product: O.Cl.C(CCCCCCCCCCC)NC1=CC(=NC2=CC=C(C=C12)O)C (4-Dodecylamino-2-methylquinolin-6-ol Hydrochloride Hydrate). Reaction SMILES: [Cl:1][C:2]1[C:11]2[C:6](=[CH:7][CH:8]=[C:9]([OH:12])[CH:10]=2)[N:5]=[C:4]([CH3:13])[CH:3]=1.[CH2:14]([NH2:26])[CH2:15][CH2:16][CH2:17][CH2:18][CH2:19][CH2:20][CH2:21][CH2:22][CH2:23][CH2:24][CH3:25]>>[OH2:12].[ClH:1].[CH2:14]([NH:26][C:2]1[C:11]2[C:6](=[CH:7][CH:8]=[C:9]([OH:12])[CH:10]=2)[N:5]=[C:4]([CH3:13])[CH:3]=1)[CH2:15][CH2:16][CH2:17][CH2:18][CH2:19][CH2:20][CH2:21][CH2:22][CH2:23][CH2:24][CH3:25] |f:2.3.4|. Procedure: In a manner similar to that described in Example 39, Part B, 4-chloro-2-methylquinolin-6-ol and dodecylamine were transformed into the title compound: m.p. 198°-203° C. The product is C1(=CC=C(C=C1)C[C@@H]1C[C@H](C(N1C(C(C)(C)C)=O)=O)C)C1=CC=CC=C1 ((3R,5S)-5-biphenyl-4-ylmethyl-1-(2,2-dimethylpropionyl)-3-methylpyrrolidin-2-one). The reactants are C[Si](C)(C)[N-][Si](C)(C)C.[K+] (potassium bis(trimethylsilyl)amide), C1(=CC=C(C=C1)C[C@@H]1CCC(N1C(C(C)(C)C)=O)=O)C1=CC=CC=C1 ((S)-5-biphenyl-4-ylmethyl-1-(2,2-dimethylpropionyl)pyrrolidin-2-one), S(=O)(=O)(OC)OC (dimethyl sulphate). Reaction conditions: temperature 0 celsius, time 15 minute. RXN SMILES: [C:1]1([C:20]2[CH:25]=[CH:24][CH:23]=[CH:22][CH:21]=2)[CH:6]=[CH:5][C:4]([CH2:7][C@H:8]2[N:12]([C:13](=[O:18])[C:14]([CH3:17])([CH3:16])[CH3:15])[C:11](=[O:19])[CH2:10][CH2:9]2)=[CH:3][CH:2]=1.[CH3:26][Si]([N-][Si](C)(C)C)(C)C.[K+].S(OC)(OC)(=O)=O>C1(C)C=CC=CC=1>[C:1]1([C:20]2[CH:21]=[CH:22][CH:23]=[CH:24][CH:25]=2)[CH:2]=[CH:3][C:4]([CH2:7][C@H:8]2[N:12]([C:13](=[O:18])[C:14]([CH3:16])([CH3:17])[CH3:15])[C:11](=[O:19])[C@H:10]([CH3:26])[CH2:9]2)=[CH:5][CH:6]=1 |f:1.2|. Reported procedure: 10 g of (S)-5-biphenyl-4-ylmethyl-1-(2,2-dimethylpropionyl)pyrrolidin-2-one (1-a, R1=pivaloyl) were dissolved in 150 ml toluene. The mixture was cooled to about 0° C. and 71.5 ml potassium bis(trimethylsilyl)amide solution (0.5 M in toluene) were added. After 15 min, 11 ml dimethyl sulphate were added and the mixture was stirred for a further hour. The reaction was quenched with ammonium chloride solution and extracted with ethyl acetate. The combined organic phases were concentrated to dryness ... The solvent is C1(=CC=CC=C1)C (toluene). The reactants are C(c1c[nH]nc1c1cc2ccccc2o1)=O, CC1=CN=C(C=C1)N, [C-]#[N+]C1CCCCC1. Reagents/catalysts: O=C(O)C(F)(F)F (trifluoroacetic acid). The solvent is CC(C)O (isopropyl alcohol), CC(C)O (isopropylalcohol). Conditions: temperature 22 celsius, time 20 hour. Product: Cc1ccc2nc(c3c[nH]nc3c3cc4ccccc4o3)c(NC3CCCCC3)n2c1. Isolated yield 14.7%. RXN SMILES: CC1=CC=C(N)N=C1.[C-]#[N+]C1CCCCC1.O=CC1=CNN=C1C1=CC2=CC=CC=C2O1>>CC1=CN2C(C=C1)=NC(C1=CNN=C1C1=CC3=CC=CC=C3O1)=C2NC1CCCCC1. The reactants are C(C)(C)(C)C1CCC(CC1)C=1C=C(C=CC1)NC(CC1=CC(=C(C=C1)O)OC)=O (N-[3-(4-tert-butylcyclohexan-1-yl)phenyl]-4-hydroxy-3-methoxyphenylacetamide), OC1=C(C=C(C=C1)CC(=O)NC1=CC(=CC=C1)C1=CC=CC=C1)OC (4-hydroxy-3-methoxy-N-(3-phenylphenyl)phenylacetamide). Yields the product C(C)(=O)OC1=C(C=C(C=C1)CC(=O)NC1=CC(=CC=C1)C1=CC=CC=C1)OC (4-acetoxy-3-methoxy-N-(3-phenylphenyl)phenylacetamide). As a reaction SMILES: C([CH:5]1[CH2:10][CH2:9][CH:8]([C:11]2[CH:12]=[C:13]([NH:17][C:18](=[O:29])[CH2:19][C:20]3[CH:25]=[CH:24][C:23]([OH:26])=[C:22]([O:27][CH3:28])[CH:21]=3)[CH:14]=[CH:15][CH:16]=2)[CH2:7][CH2:6]1)(C)(C)C.[OH:30][C:31]1C=CC(CC(NC2C=CC=C(C3C=CC=CC=3)C=2)=O)=C[C:32]=1OC>>[C:31]([O:26][C:23]1[CH:24]=[CH:25][C:20]([CH2:19][C:18]([NH:17][C:13]2[CH:14]=[CH:15][CH:16]=[C:11]([C:8]3[CH:7]=[CH:6][CH:5]=[CH:10][CH:9]=3)[CH:12]=2)=[O:29])=[CH:21][C:22]=1[O:27][CH3:28])(=[O:30])[CH3:32]. Procedure details: Instead of N-[3-(4-tert-butylcyclohexan-1-yl)phenyl]-4-hydroxy-3-methoxyphenylacetamide in Example 69, the compound of Example 35 is treated in a similar manner to Example 69 to give the desired compound.